From a dataset of the Open Reaction Database (ORD), a public repository of structured organic reaction records. describe an organic reaction: reactants, conditions, products, and yield Reactants: C1CCOC1, COCCCCc1ccnc(C(=O)OC)c1, CO, [Li+], [OH-], O, O. Yields the product COCCCCc1ccnc(C(=O)O)c1. RXN SMILES: [CH2:21]1[O:22][CH2:23][CH2:24][CH2:25]1.[CH3:1][O:2][C:3](=[O:4])[c:5]1[n:6][cH:7][cH:8][c:9]([CH2:11][CH2:12][CH2:13][CH2:14][O:15][CH3:16])[cH:10]1.[CH3:26][OH:27].[Li+:20].[OH-:19].[OH2:17].[OH2:18]>>[O:2]=[C:3]([OH:4])[c:5]1[n:6][cH:7][cH:8][c:9]([CH2:11][CH2:12][CH2:13][CH2:14][O:15][CH3:16])[cH:10]1. Starting materials: O (water), CSCS(=O)C (methyl methylthiomethyl sulfoxide), C(C1=CC=CC=C1)#N (benzonitrile), [H-].[Na+] (sodium hydride). The solvent is C(Cl)Cl (methylene chloride), C1CCOC1 (THF). Run at time 90 minute. Yields the product CS(=O)C(=C(C1=CC=CC=C1)N)SC (1-methylsulfinyl-1-methylthio-2-amino-2-phenylethylene). Isolated yield 77.1%. RXN SMILES: [CH3:1][S:2][CH2:3][S:4]([CH3:6])=[O:5].[H-].[Na+].[C:9](#[N:16])[C:10]1[CH:15]=[CH:14][CH:13]=[CH:12][CH:11]=1.O>C1COCC1.C(Cl)Cl>[CH3:6][S:4]([C:3]([S:2][CH3:1])=[C:9]([NH2:16])[C:10]1[CH:15]=[CH:14][CH:13]=[CH:12][CH:11]=1)=[O:5] |f:1.2|. Reported procedure: 1.830 Grams of methyl methylthiomethyl sulfoxide was dissolved in 20 ml of THF, and to the solution 415 mg of sodium hydride was added under cooling with ice, followed by 90 minutes' stirring at room temperature. Thereafter 1.520 g of benzonitrile was added. The system was stirred for 1.5 hours at room temperature and for 16 hours at 50° C., followed by the addition of 2 ml of water and 70 ml of methylene chloride, and for one hour stirring at room temperature. The reaction mixture was dried wit... The reactants are NC1=CC(=C(C(=O)NCCN(CC)CC)C=C1Cl)OC(C(C)=O)C (4-amino-2-(butan-2-on-3-yl)oxy-5-chloro-N-[2-(diethylamino)ethyl]benzamide), CN(C)C=O (DMF), C(C=C)Br (allyl bromide), [H-].[Na+] (sodium hydride), CN(C)C=O (DMF), [H][H] (hydrogen). Run at time 72 hour. Yields the product NC1=CC(=C(C(=O)NCCN(CC)CC)C=C1Cl)OC(C(C)=O)(CC=C)C (4-Amino-5-chloro-N-[2-(diethylamino)ethyl]-2-[(3-methyl)-5-hexen-2-on-3-yl]oxybenzamide). Reaction SMILES: [H-].[Na+].[NH2:3][C:4]1[C:19]([Cl:20])=[CH:18][C:7]([C:8]([NH:10][CH2:11][CH2:12][N:13]([CH2:16][CH3:17])[CH2:14][CH3:15])=[O:9])=[C:6]([O:21][CH:22]([CH3:26])[C:23](=[O:25])[CH3:24])[CH:5]=1.[H][H].[CH2:29](Br)[CH:30]=C.[CH3:33]N(C=O)C>>[NH2:3][C:4]1[C:19]([Cl:20])=[CH:18][C:7]([C:8]([NH:10][CH2:11][CH2:12][N:13]([CH2:16][CH3:17])[CH2:14][CH3:15])=[O:9])=[C:6]([O:21][C:22]([CH3:33])([CH2:26][CH:29]=[CH2:30])[C:23](=[O:25])[CH3:24])[CH:5]=1 |f:0.1|. Reported procedure: To a stirred suspension of sodium hydride (0.2 g of 60%, 5 mmoles, washed with n-pentane) in DMF (10 ml) was added dropwise a solution of 4-amino-2-(butan-2-on-3-yl)oxy-5-chloro-N-[2-(diethylamino)ethyl]benzamide (1.78 g, 5 mmoles) in DMF (10 ml). After hydrogen evolution subsided, allyl bromide (690 mg, 5.7 mmoles) was added and the mixture stirred for 72 hours, followed by partition between water and methylene chloride. The organic phase was washed with water, dried and concentrated. The resid... Starting materials: CCOC(C)=O, COCc1cccc([N+](=O)[O-])c1C, CCO. The product is COCc1cccc(N)c1C. Reaction SMILES: [CH3:14][CH2:15][O:16][C:17]([CH3:18])=[O:19].[CH3:1][c:2]1[c:3]([CH2:4][O:5][CH3:6])[cH:7][cH:8][cH:9][c:10]1[N+:11]([O-:12])=[O:13].[CH3:20][CH2:21][OH:22]>>[CH3:1][c:2]1[c:3]([CH2:4][O:5][CH3:6])[cH:7][cH:8][cH:9][c:10]1[NH2:11]. The reactants are [OH-].[Na+] (sodium hydroxide), C(C)(=O)OCC1=NC=CC(=C1OC)OC (2-acetoxymethyl-3,4-dimethoxypyridine), initial two-phase. Conditions: time 2 hour. The product is OCC1=NC=CC(=C1OC)OC (2-hydroxymethyl-3,4-dimethoxy-pyridine). The yield is 93.6%. RXN SMILES: [OH-].[Na+].C([O:6][CH2:7][C:8]1[C:13]([O:14][CH3:15])=[C:12]([O:16][CH3:17])[CH:11]=[CH:10][N:9]=1)(=O)C>>[OH:6][CH2:7][C:8]1[C:13]([O:14][CH3:15])=[C:12]([O:16][CH3:17])[CH:11]=[CH:10][N:9]=1 |f:0.1|. Procedure details: After adding 15 ml of 2N sodium hydroxide solution, 4.8 g of 2-acetoxymethyl-3,4-dimethoxypyridine are stirred vigorously at 80° C., whereupon a homogeneous solution forms from the initial two-phase mixture. After 2 hours, the solution is allowed to cool and is extracted five times with 30 ml of methylene chloride each time, the combined organic phases are washed twice with 5 ml of 0.3N sodium hydroxide solution each time, dried over potassium carbonate, filtered and concentrated and the distill... Starting materials: BrC=1C=CC(=C(C1)C)F (5-bromo-2-fluorotoluene), BrBr (Br2). Run in C(Cl)(Cl)(Cl)Cl (CCl4), C(Cl)(Cl)(Cl)Cl (CCl4). Run at time 0.5 hour. The product is BrC1=CC(=C(C=C1)F)CBr (4-Bromo-2-(bromomethyl)-1-fluorobenzene). As a reaction SMILES: [Br:1][C:2]1[CH:3]=[CH:4][C:5]([F:9])=[C:6]([CH3:8])[CH:7]=1.[Br:10]Br>C(Cl)(Cl)(Cl)Cl>[Br:1][C:2]1[CH:3]=[CH:4][C:5]([F:9])=[C:6]([CH2:8][Br:10])[CH:7]=1. Procedure: To a refluxing solution of 5-bromo-2-fluorotoluene (3.8 g, 20 mmol) in CCl4 (30 mL) illuminated with a 275 W UV-sun lamp, a solution of Br2 (1.1 mL, 20 mmol) in CCl4 (30 mL) was added dropwise. Refluxing and irradiation were continued for an additional 0.5 h and then the clear pale amber solution was concentrated. Distillation of the residue provided the desired compound (1a) as a clear colorless oil; bp 126°-136° C. (15 mm); NMR 4.38 (2 H, s), 6.6-7.7 (3 H, m). Reactants: [H-].[Na+] (Sodium hydride), C(C)(=O)NC1=C(C(=O)O)C=CC(=C1)OC1=CC=CC=C1 (2-(acetamido)-4-phenoxybenzoic acid), [H-].[Na+] (Sodium hydride), C(C1=CC=CC=C1)Br (Benzyl bromide), Cl (Hydrochloric acid), C(C1=CC=CC=C1)Br (Benzyl bromide). The solvent is CN(C=O)C (N,N-dimethylformamide), C(C)(=O)OCC (ethyl acetate). Reaction conditions: time 30 minute. The product is C(C1=CC=CC=C1)N(C(C)=O)C1=C(C(=O)O)C=CC(=C1)OC1=CC=CC=C1 (2-(N-benzylacetamido)-4-phenoxybenzoic acid). As a reaction SMILES: [H-].[Na+].[C:3]([NH:6][C:7]1[CH:15]=[C:14]([O:16][C:17]2[CH:22]=[CH:21][CH:20]=[CH:19][CH:18]=2)[CH:13]=[CH:12][C:8]=1[C:9]([OH:11])=[O:10])(=[O:5])[CH3:4].[CH2:23](Br)[C:24]1[CH:29]=[CH:28][CH:27]=[CH:26][CH:25]=1.Cl>C(OCC)(=O)C.CN(C)C=O>[CH2:23]([N:6]([C:7]1[CH:15]=[C:14]([O:16][C:17]2[CH:22]=[CH:21][CH:20]=[CH:19][CH:18]=2)[CH:13]=[CH:12][C:8]=1[C:9]([OH:11])=[O:10])[C:3](=[O:5])[CH3:4])[C:24]1[CH:29]=[CH:28][CH:27]=[CH:26][CH:25]=1 |f:0.1|. Procedure: 60% Sodium hydride 30 mg was added to N,N-dimethylformamide 2.0 mL solution of 2-(acetamido)-4-phenoxybenzoic acid 0.10 g at room temperature, and it was stirred at same temperature for 30 minutes. Benzyl bromide 0.092 mL was added to the reaction mixture at room temperature, and it was stirred at same temperature for 2 hours and 30 minutes. 60% Sodium hydride 15 mg was added to the reaction mixture at room temperature, and it was stirred at same temperature for 30 minutes. Benzyl bromide 0.022 ... The reactants are CCOC(=O)C(C(=O)OCC)=C1CN(C)C(=O)c2ccccc2N1, CCO, [Na+], [OH-]. The product is CCOC(=O)C=C1CN(C)C(=O)c2ccccc2N1. RXN SMILES: [CH3:1][N:2]1[CH2:3][C:4](=[C:14]([C:15](=[O:16])[O:17][CH2:18][CH3:19])[C:20]([O:21][CH2:22][CH3:23])=[O:24])[NH:5][c:6]2[c:7]([cH:10][cH:11][cH:12][cH:13]2)[C:8]1=[O:9].[CH3:27][CH2:28][OH:29].[Na+:26].[OH-:25]>>[CH3:1][N:2]1[CH2:3][C:4](=[CH:14][C:15](=[O:16])[O:17][CH2:18][CH3:19])[NH:5][c:6]2[c:7]([cH:10][cH:11][cH:12][cH:13]2)[C:8]1=[O:9]. Reactants: BrC1=C(C=C2C=C(N(C2=C1)CCO[Si](C)(C)C(C)(C)C)C(=O)N1CCS(CC1)(=O)=O)OC1CCN(CC1)C(C)C ([6-bromo-1-[2-(tert-butyl-dimethyl-silanyloxy)-ethyl]-5-(1-isopropyl-piperidin-4-yloxy)-1H-indol-2-yl]-(1,1-dioxo-1λ6-thiomorpholin-4-yl)-methanone), FC(C(=O)O)(F)F (trifluoroacetic acid). The solvent is ClCCl (dichloromethane). Reaction conditions: time 1 hour. Yields the product BrC1=C(C=C2C=C(N(C2=C1)CCO)C(=O)N1CCS(CC1)(=O)=O)OC1CCN(CC1)C(C)C ([6-Bromo-1-(2-hydroxy-ethyl)-5-(1-isopropyl-piperidin-4-yloxy)-1H-indol-2-yl]-(1,1-dioxo-1λ6-thiomorpholin-4-yl)-methanone). The yield is 98.7%. As a reaction SMILES: [Br:1][C:2]1[CH:10]=[C:9]2[C:5]([CH:6]=[C:7]([C:21]([N:23]3[CH2:28][CH2:27][S:26](=[O:30])(=[O:29])[CH2:25][CH2:24]3)=[O:22])[N:8]2[CH2:11][CH2:12][O:13][Si](C(C)(C)C)(C)C)=[CH:4][C:3]=1[O:31][CH:32]1[CH2:37][CH2:36][N:35]([CH:38]([CH3:40])[CH3:39])[CH2:34][CH2:33]1.FC(F)(F)C(O)=O>ClCCl>[Br:1][C:2]1[CH:10]=[C:9]2[C:5]([CH:6]=[C:7]([C:21]([N:23]3[CH2:24][CH2:25][S:26](=[O:30])(=[O:29])[CH2:27][CH2:28]3)=[O:22])[N:8]2[CH2:11][CH2:12][OH:13])=[CH:4][C:3]=1[O:31][CH:32]1[CH2:37][CH2:36][N:35]([CH:38]([CH3:40])[CH3:39])[CH2:34][CH2:33]1. Procedure details: A mixture of [6-bromo-1-[2-(tert-butyl-dimethyl-silanyloxy)-ethyl]-5-(1-isopropyl-piperidin-4-yloxy)-1H-indol-2-yl]-(1,1-dioxo-1λ6-thiomorpholin-4-yl)-methanone (130 mg, 1.0 eq.) and trifluoroacetic acid in dichloromethane was stirred for 1 h at room temperature and concentrated in vacuo. The crude mixture was partitioned between an aqueous solution of sodium hydroxide and dichloromethane. The aqueous layer was extracted with dichloromethane. Combined organic layers were washed with brine, dried...